Dataset: the Open Reaction Database (ORD), a public repository of structured organic reaction records. Task: describe an organic reaction: reactants, conditions, products, and yield The reactants are COc1ccc(C(=O)c2[nH]c(=O)[nH]c2CBr)cc1, O=C([O-])[O-], CC(C)O, CCO, Cl, [K+], [K+], O, c1ccc(C2CCNCC2)cc1. Yields the product COc1ccc(C(=O)c2[nH]c(=O)[nH]c2CN2CCC(c3ccccc3)CC2)cc1, Cl. Reaction SMILES: [Br:1][CH2:2][c:3]1[c:4]([C:9]([c:10]2[cH:11][cH:12][c:13]([O:16][CH3:17])[cH:14][cH:15]2)=[O:18])[nH:5][c:6](=[O:8])[nH:7]1.[C:31](=[O:32])([O-:33])[O-:34].[CH3:38][CH:39]([OH:40])[CH3:41].[CH3:43][CH2:44][OH:45].[ClH:37].[K+:35].[K+:36].[OH2:42].[c:19]1([CH:25]2[CH2:26][CH2:27][NH:28][CH2:29][CH2:30]2)[cH:20][cH:21][cH:22][cH:23][cH:24]1>>[CH2:2]([c:3]1[c:4]([C:9]([c:10]2[cH:11][cH:12][c:13]([O:16][CH3:17])[cH:14][cH:15]2)=[O:18])[nH:5][c:6](=[O:8])[nH:7]1)[N:28]1[CH2:27][CH2:26][CH:25]([c:19]2[cH:20][cH:21][cH:22][cH:23][cH:24]2)[CH2:30][CH2:29]1.[ClH:37]. The reactants are CN(C)c1ccncc1, O=S(=O)(Cl)c1cc(Cl)cc(Cl)c1, COc1ccc(C(=O)Nc2ccc(Cl)c(Cl)c2)cc1N. The product is COc1ccc(C(=O)Nc2ccc(Cl)c(Cl)c2)cc1NS(=O)(=O)c1cc(Cl)cc(Cl)c1. RXN SMILES: [CH3:33][N:34]([CH3:35])[c:36]1[cH:37][cH:38][n:39][cH:40][cH:41]1.[Cl:21][c:22]1[cH:23][c:24]([S:29](=[O:30])(=[O:31])[Cl:32])[cH:25][c:26]([Cl:28])[cH:27]1.[NH2:1][c:2]1[cH:3][c:4]([C:5](=[O:6])[NH:7][c:8]2[cH:9][c:10]([Cl:15])[c:11]([Cl:14])[cH:12][cH:13]2)[cH:16][cH:17][c:18]1[O:19][CH3:20]>>[NH:1]([c:2]1[cH:3][c:4]([C:5](=[O:6])[NH:7][c:8]2[cH:9][c:10]([Cl:15])[c:11]([Cl:14])[cH:12][cH:13]2)[cH:16][cH:17][c:18]1[O:19][CH3:20])[S:29]([c:24]1[cH:23][c:22]([Cl:21])[cH:27][c:26]([Cl:28])[cH:25]1)(=[O:30])=[O:31]. The reactants are ClC1=NC=C(C(=O)OC)C(=C1)C(F)(F)F (methyl 6-chloro-4-(trifluoromethyl)nicotinate), solution, CNC (dimethylamine). Run in O (water). Run at temperature 100 celsius. Product: CN(C1=CC(=C(C=N1)C(=O)OC)C(F)(F)F)C (Methyl 6-dimethylamino-4-(trifluoromethyl)-pyridine-3-carboxylate). RXN SMILES: Cl[C:2]1[CH:11]=[C:10]([C:12]([F:15])([F:14])[F:13])[C:5]([C:6]([O:8][CH3:9])=[O:7])=[CH:4][N:3]=1.[CH3:16][NH:17][CH3:18]>O>[CH3:16][N:17]([CH3:18])[C:2]1[N:3]=[CH:4][C:5]([C:6]([O:8][CH3:9])=[O:7])=[C:10]([C:12]([F:15])([F:14])[F:13])[CH:11]=1. Procedure: A mixture of 2.5 g (10.43 mmol) of methyl 6-chloro-4-(trifluoromethyl)nicotinate and 18.4 ml (146 mmol) of a 40% solution of dimethylamine in water is heated at 100° C. for 1 hour. A precipitate is subsequently collected by filtering the cooled mixture and is washed with 150 ml of water. After drying under reduced pressure, 2.3 g of the expected compound are isolated. The reactants are Cc1c(O)cccc1Br, CC(C)(C)OC(=O)N1CC2(CCCCC2)CC1=O, C1CCOC1, CCCCCC, CCOC(C)=O, [Li+], [OH-]. Product: CC(C)(C)OC(=O)NCC1(CC(=O)O)CCCCC1. RXN SMILES: [Br:27][c:28]1[cH:29][cH:30][cH:31][c:32]([OH:34])[c:33]1[CH3:35].[C:1]([CH3:2])([CH3:3])([CH3:4])[O:5][C:6](=[O:7])[N:8]1[CH2:9][C:10]2([CH2:11][C:12]1=[O:13])[CH2:14][CH2:15][CH2:16][CH2:17][CH2:18]2.[CH2:36]1[O:37][CH2:38][CH2:39][CH2:40]1.[CH3:21][CH2:22][CH2:23][CH2:24][CH2:25][CH3:26].[CH3:41][CH2:42][O:43][C:44](=[O:45])[CH3:46].[Li+:20].[OH-:19]>>[C:1]([CH3:2])([CH3:3])([CH3:4])[O:5][C:6](=[O:7])[NH:8][CH2:9][C:10]1([CH2:11][C:12](=[O:13])[OH:34])[CH2:14][CH2:15][CH2:16][CH2:17][CH2:18]1.